From a dataset of the Open Reaction Database (ORD), a public repository of structured organic reaction records. describe an organic reaction: reactants, conditions, products, and yield Reactants: solid, Cl.O1COC2=C1C=CC=C2C2CCN(CC2)CC[C@@H]2CC[C@H](CC2)N (Trans-4-[2-(4-Benzo[1,3]dioxol-4-yl-piperidin-1-yl)-ethyl]-cyclohexylamine hydrochloride), Cl.O1COC2=C1C=CC=C2C2CCN(CC2)CC[C@@H]2CC[C@H](CC2)N (Trans-4-[2-(4-Benzo[1,3]dioxol-4-yl-piperidin-1-yl)-ethyl]-cyclohexylamine hydrochloride), ClC1CC(C1)C(=O)O (3-chlorocyclobutanecarboxylic acid). Product: O1COC2=C1C=CC=C2C2CCN(CC2)CC[C@@H]2CC[C@H](CC2)NC(=O)C2CC(C2)Cl (3-Chloro-cyclobutanecarboxylic acid trans-{4-[2-(4-benzo[1,3]dioxol-4-yl-piperidin-1-yl)-ethyl]-cyclohexyl}-amide). Reaction SMILES: Cl.[O:2]1[C:6]2[CH:7]=[CH:8][CH:9]=[C:10]([CH:11]3[CH2:16][CH2:15][N:14]([CH2:17][CH2:18][C@H:19]4[CH2:24][CH2:23][C@H:22]([NH2:25])[CH2:21][CH2:20]4)[CH2:13][CH2:12]3)[C:5]=2[O:4][CH2:3]1.[Cl:26][CH:27]1[CH2:30][CH:29]([C:31](O)=[O:32])[CH2:28]1>>[O:2]1[C:6]2[CH:7]=[CH:8][CH:9]=[C:10]([CH:11]3[CH2:16][CH2:15][N:14]([CH2:17][CH2:18][C@H:19]4[CH2:20][CH2:21][C@H:22]([NH:25][C:31]([CH:29]5[CH2:30][CH:27]([Cl:26])[CH2:28]5)=[O:32])[CH2:23][CH2:24]4)[CH2:13][CH2:12]3)[C:5]=2[O:4][CH2:3]1 |f:0.1|. Procedure: The title compound, white solid (15 mg, 51.4%), MS (ISP) m/z=447.4 [(M+H)+], was prepared in accordance with the general method of example 1 from Trans-4-[2-(4-Benzo[1,3]dioxol-4-yl-piperidin-1-yl)-ethyl]-cyclohexylamine hydrochloride (intermediate A) ((25 mg, 0.062 mmol) and 3-chlorocyclobutanecarboxylic acid The reactants are C(C=C)(=O)OCC (ethyl acrylate), C1(O)=CC=C(O)C=C1 (hydroquinone), CC(CC=CN1CCCCC1)C (1-(4-Methyl-1-pentenyl)piperidine). The solvent is C(C)#N (acetonitrile). Reaction conditions: temperature 95 celsius, time 8 hour. Product: C(C(C)C)C1C(C(C1)C(=O)OCC)N1CCCCC1 (Ethyl 3-isobutyl-2-piperidin-1-ylcyclobutanecarboxylate). Reaction SMILES: [CH3:1][CH:2]([CH3:12])[CH2:3][CH:4]=[CH:5][N:6]1[CH2:11][CH2:10][CH2:9][CH2:8][CH2:7]1.[C:13]([O:17][CH2:18][CH3:19])(=[O:16])[CH:14]=[CH2:15].C1(C=CC(O)=CC=1)O>C(#N)C>[CH2:3]([CH:4]1[CH2:15][CH:14]([C:13]([O:17][CH2:18][CH3:19])=[O:16])[CH:5]1[N:6]1[CH2:11][CH2:10][CH2:9][CH2:8][CH2:7]1)[CH:2]([CH3:12])[CH3:1]. Procedure: 1-(4-Methyl-1-pentenyl)piperidine (844 g) and acetonitrile (70 mL) were mixed. The ethyl acrylate (443 mL) and hydroquinone (447 mg) were added to the mixture. The resulting mixture was stirred at 95° C. overnight. The reaction mixture was concentrated in vacuo to give the title compound (994.08 g) as a crude product.